This data is from the Open Reaction Database (ORD), a public repository of structured organic reaction records. The task is: describe an organic reaction: reactants, conditions, products, and yield Starting materials: C(C)[Mg]Br (Ethylmagnesium bromide), C(C)OCC (ethyl ether), IC=1N=C2N(C3=C(OCC2)C=C(C=N3)C(=O)OC)C1I (methyl 9,10-diiodo-6,7-dihydroimidazo[1,2-d]pyrido[3,2-b][1,4]oxazepine-3-carboxylate), O1CCCC1 (Tetrahydrofuran). Solvent: [NH4+].[Cl-] (NH4Cl). Reaction conditions: time 17.5 minute. The product is IC1=CN=C2N1C1=C(OCC2)C=C(C=N1)C(=O)OC (Methyl 10-iodo-6,7-dihydroimidazo[1,2-d]pyrido[3,2-b][1,4]oxazepine-3-carboxylate). RXN SMILES: C([Mg]Br)C.C(OCC)C.I[C:11]1[N:12]=[C:13]2[CH2:19][CH2:18][O:17][C:16]3[CH:20]=[C:21]([C:24]([O:26][CH3:27])=[O:25])[CH:22]=[N:23][C:15]=3[N:14]2[C:28]=1[I:29].O1CCCC1>[NH4+].[Cl-]>[I:29][C:28]1[N:14]2[C:15]3[N:23]=[CH:22][C:21]([C:24]([O:26][CH3:27])=[O:25])=[CH:20][C:16]=3[O:17][CH2:18][CH2:19][C:13]2=[N:12][CH:11]=1 |f:4.5|. Reported procedure: Ethylmagnesium bromide in ethyl ether (3.0 M, 0.104 mL, 0.31 mmol)) was added dropwise to a suspension of methyl 9,10-diiodo-6,7-dihydroimidazo[1,2-d]pyrido[3,2-b][1,4]oxazepine-3-carboxylate (130 mg, 0.26 mmol) in Tetrahydrofuran (5.0 mL, 62 mmol) at −15° C. The mixture was stirred for 15-20 min (a completion was monitored by LCMS), pour into 20 ml of sat. aq. NH4Cl and extracted with ethyl acetate. The organic extracts were washed with water (2×20 ml), brine, dried over MgSO4 and concentrated ... Product: COc1cccc2c1c(CC(N)=O)cn2Cc1ccccc1, CO. Reaction SMILES: [CH2:46]([SiH:47]([CH2:48][CH3:49])[CH2:50][CH3:51])[CH3:52].[CH3:1][O:2][c:3]1[c:4]2[c:5]([CH2:19][C:20](=[O:21])[NH2:22])[cH:6][n:7]([CH2:12][c:13]3[cH:14][cH:15][cH:16][cH:17][cH:18]3)[c:8]2[cH:9][cH:10][cH:11]1.[CH3:23][O:24][c:25]1[cH:26][cH:27][cH:28][c:29]2[c:30]1[c:31]([CH:32]([OH:33])[C:34]([NH2:35])=[O:36])[cH:37][n:38]2[CH2:39][c:40]1[cH:41][cH:42][cH:43][cH:44][cH:45]1.[CH3:53][CH2:54][O:55][C:56](=[O:57])[CH3:58].[OH:59][C:60]([C:61]([F:62])([F:63])[F:64])=[O:65]>>[CH3:1][O:2][c:3]1[c:4]2[c:5]([CH2:19][C:20](=[O:21])[NH2:22])[cH:6][n:7]([CH2:12][c:13]3[cH:14][cH:15][cH:16][cH:17][cH:18]3)[c:8]2[cH:9][cH:10][cH:11]1.[CH3:23][OH:24]. Reactants: CC[SiH](CC)CC, COc1cccc2c1c(CC(N)=O)cn2Cc1ccccc1, COc1cccc2c1c(C(O)C(N)=O)cn2Cc1ccccc1, CCOC(C)=O, O=C(O)C(F)(F)F. Reactants: ClC1=C(C2=C(C=N1)C=CN2)I (6-chloro-7-iodo-1H-pyrrolo[3,2-c]pyridine), [H-].[Na+] (sodium hydride), O (water), S(=O)(=O)(OC)OC (dimethyl sulfate). Solvent: CN(C=O)C (N,N-dimethylformamide). Conditions: time 1 hour. Yields the product ClC1=C(C2=C(C=N1)C=CN2C)I (6-chloro-7-iodo-1-methyl-1H-pyrrolo[3,2-c]pyridine). Yield: 85.9%. Reaction SMILES: [Cl:1][C:2]1[N:7]=[CH:6][C:5]2[CH:8]=[CH:9][NH:10][C:4]=2[C:3]=1[I:11].[H-].[Na+].S(OC)(O[CH3:18])(=O)=O.O>CN(C)C=O>[Cl:1][C:2]1[N:7]=[CH:6][C:5]2[CH:8]=[CH:9][N:10]([CH3:18])[C:4]=2[C:3]=1[I:11] |f:1.2|. Procedure details: To a solution of 6-chloro-7-iodo-1H-pyrrolo[3,2-c]pyridine (600 mg, 2.15 mmol) in N,N-dimethylformamide (8 mL) was added 60% sodium hydride (130 mg, 3.25 mmol) under argon atmosphere, and the mixture was stirred at room temperature for 1 hour. The reaction solution was cooled to 0° C., and then thereto was added dropwise dimethyl sulfate (250 μL, 2.64 mmol). Then, the mixture was stirred at room temperature for 3 hours. To the reaction solution was added water, and then the mixture was extracted... Starting materials: ClC=1C=C(C=CC1)CNC([C@H]1N(CC[C@@H]1CC)C([C@H]1NCCC1)C(=O)OC(C)(C)C)=O (N-[(t-Butyloxycarbonyl)-pyrrolidin-2(S)-ylmethyl]-3(S)-ethyl-proline-N-(3-chlorophenylmethyl) amide), Cl (HCl). Solvent: CCOC(=O)C (EtOAc). Run at temperature 0 celsius, time 1 hour. Yields the product ClC=1C=C(C=CC1)CNC([C@H]1N(CC[C@@H]1CC)C[C@H]1NCCC1)=O ((Pyrrolidin-2(S)-ylmethyl)-3(S)-ethyl-proline-N-(3-chlorophenylmethyl) amide). RXN SMILES: [Cl:1][C:2]1[CH:3]=[C:4]([CH2:8][NH:9][C:10](=[O:31])[C@@H:11]2[C@@H:15]([CH2:16][CH3:17])[CH2:14][CH2:13][N:12]2[CH:18](C(OC(C)(C)C)=O)[C@@H:19]2[CH2:23][CH2:22][CH2:21][NH:20]2)[CH:5]=[CH:6][CH:7]=1.Cl>CCOC(C)=O>[Cl:1][C:2]1[CH:3]=[C:4]([CH2:8][NH:9][C:10](=[O:31])[C@@H:11]2[C@@H:15]([CH2:16][CH3:17])[CH2:14][CH2:13][N:12]2[CH2:18][C@@H:19]2[CH2:23][CH2:22][CH2:21][NH:20]2)[CH:5]=[CH:6][CH:7]=1. Reported procedure: N-[(t-Butyloxycarbonyl)-pyrrolidin-2(S)-ylmethyl]-3(S)-ethyl-proline-N-(3-chlorophenylmethyl) amide (Example 1, Step H) (0.175 g, 0.39 mmol) was dissolved in EtOAc (15 mL), cooled to -20° C. and saturated with HCl gas. The solution was stirred at 0° C. for 1 h, then at 25° C. for 1 h, then concentrated to dryness to give pyrrolidin-2(S)-ylmethyl!-3(S)-ethyl-proline-N-(3-chlorophenylmethyl) amide which was used without further purification.